Dataset: the Open Reaction Database (ORD), a public repository of structured organic reaction records. Task: describe an organic reaction: reactants, conditions, products, and yield The reactants are C1CCC2=NCCCN2CC1, C1CCOC1, CCOC(=O)C(Cc1ccccc1)P(=O)(OCC)OCC, CCOC(C)=O, [Cl-], Cl, [Li+], O. Product: C=C(Cc1ccccc1)C(=O)OCC. Reaction SMILES: [CH2:24]1[CH2:25][CH2:26][C:27]2=[N:32][CH2:31][CH2:30][CH2:29][N:28]2[CH2:33][CH2:34]1.[CH2:36]1[O:37][CH2:38][CH2:39][CH2:40]1.[CH2:3]([O:4][P:5]([O:6][CH2:7][CH3:8])(=[O:9])[CH:11]([C:12](=[O:13])[O:14][CH2:15][CH3:16])[CH2:17][c:18]1[cH:19][cH:20][cH:21][cH:22][cH:23]1)[CH3:10].[CH3:41][CH2:42][O:43][C:44](=[O:45])[CH3:46].[Cl-:2].[ClH:35].[Li+:1].[OH2:47]>>[C:11]([C:12](=[O:13])[O:14][CH2:15][CH3:16])([CH2:17][c:18]1[cH:19][cH:20][cH:21][cH:22][cH:23]1)=[CH2:24]. Yield: 35.7%. Procedure: A solution of intermediate 2a (610 mg, 2.56 mmol) in TFA (2 mL) and CH2Cl2 (8 mL) was stirred at room temperature for 2 h. The solution was concentrated. The resulting residue was stirred with N-Boc-azetidin-3-one 1a (526 mg, 3.07 mmol) and Na(OAc)3BH (651, 3.07 mmol) in 1,2-dichloroethane (8 mL) and HOAc (0.8 mL) at room temperature overnight. Additional 1a (175 mg, 1.02 mmol) and Na(OAc)3BH (217 mg, 1.02 mmol) was added. The reaction was stirred for another 5 h before it was quenched with aq. ... The reactants are C(=O)(OC(C)(C)C)N1CC(C1)=O (N-Boc-azetidin-3-one), [BH-](OC(=O)C)(OC(=O)C)OC(=O)C.[Na+] (Na(OAc)3BH), C(C)(C)(C)OC(NCCNC1=NC=CC=N1)=O ([2-(Pyrimidin-2-ylamino)-ethyl]-carbamic acid tert-butyl ester), C(=O)(OC(C)(C)C)N1CC(C1)=O (N-Boc-azetidin-3-one), [BH-](OC(=O)C)(OC(=O)C)OC(=O)C.[Na+] (Na(OAc)3BH). Run at time 5 hour. The product is C(C)(C)(C)OC(=O)N1CC(C1)NCCNC1=NC=CC=N1 (3-[2-(Pyrimidin-2-ylamino)-ethylamino]-azetidine-1-carboxylic acid tert-butyl ester). Run in C(=O)(C(F)(F)F)O (TFA), C(Cl)Cl (CH2Cl2), ClCCCl (1,2-dichloroethane), CC(=O)O (HOAc). Reaction SMILES: C(O[C:6](=O)[NH:7][CH2:8][CH2:9][NH:10][C:11]1[N:16]=[CH:15][CH:14]=[CH:13][N:12]=1)(C)(C)C.[C:18]([N:25]1[CH2:28]C(=O)[CH2:26]1)([O:20][C:21]([CH3:24])([CH3:23])[CH3:22])=[O:19].[BH-](OC(C)=O)(OC(C)=O)OC(C)=O.[Na+]>C(O)(C(F)(F)F)=O.C(Cl)Cl.ClCCCl.CC(O)=O>[C:21]([O:20][C:18]([N:25]1[CH2:28][CH:6]([NH:7][CH2:8][CH2:9][NH:10][C:11]2[N:12]=[CH:13][CH:14]=[CH:15][N:16]=2)[CH2:26]1)=[O:19])([CH3:24])([CH3:23])[CH3:22] |f:2.3|. Reactants: C(C)OC(=O)C=1OC2=C(C1)C=CC=C2 (2-ethoxycarbonylbenzofurane), [H-].C(C(C)C)[Al+]CC(C)C (diisobutylaluminum hydride). The product is OCC=1OC2=C(C1)C=CC=C2 (2-hydroxymethylbenzofuran). The yield is 79.2%. As a reaction SMILES: C([O:3][C:4]([C:6]1[O:7][C:8]2[CH:14]=[CH:13][CH:12]=[CH:11][C:9]=2[CH:10]=1)=O)C.[H-].C([Al+]CC(C)C)C(C)C>>[OH:3][CH2:4][C:6]1[O:7][C:8]2[CH:14]=[CH:13][CH:12]=[CH:11][C:9]=2[CH:10]=1 |f:1.2|. Procedure: The reaction of 2-ethoxycarbonylbenzofurane (27.40 g) with diisobutylaluminum hydride was carried out in the manner similar to that described in Reference Example 3 to give the titled compound (16.91 g) as a colorless oil. This compound was used without further purification. The reactants are C, CCOC(C)=O, COC(=O)C=CC1CCC(c2ccc(F)c(F)c2)N1C(=O)OC(C)(C)C, [H][H], [Pd]. The product is COC(=O)CCC1CCC(c2ccc(F)c(F)c2)N1C(=O)OC(C)(C)C. RXN SMILES: [C:35].[CH3:29][CH2:30][O:31][C:32](=[O:33])[CH3:34].[F:1][c:2]1[cH:3][c:4]([CH:9]2[N:10]([C:20](=[O:21])[O:22][C:23]([CH3:24])([CH3:25])[CH3:26])[CH:11]([CH:14]=[CH:15][C:16](=[O:17])[O:18][CH3:19])[CH2:12][CH2:13]2)[cH:5][cH:6][c:7]1[F:8].[H:27][H:28].[Pd:36]>>[F:1][c:2]1[cH:3][c:4]([CH:9]2[N:10]([C:20](=[O:21])[O:22][C:23]([CH3:24])([CH3:25])[CH3:26])[CH:11]([CH2:14][CH2:15][C:16](=[O:17])[O:18][CH3:19])[CH2:12][CH2:13]2)[cH:5][cH:6][c:7]1[F:8]. The reactants are O[C@@H](C[N+](C)(C)C)CC([O-])=O (L-carnitine), N[C@@H](CCCCN)C(=O)O (lysine), Ca, N[C@@H](CCCCN)C(=O)O (lysine), Ca. The reagents and catalysts are N1=C(C=CC=C1)C(=O)[O-].N1=C(C=CC=C1)C(=O)[O-].N1=C(C=CC=C1)C(=O)[O-].[Cr+3] (chromium tris-picolinate). Product: OC(C[N+](C)(C)C)CC([O-])=O (carnitine). RXN SMILES: [OH:1][C@H:2]([CH2:8][C:9](=[O:11])[O-:10])[CH2:3][N+:4]([CH3:7])([CH3:6])[CH3:5].N[C@H](C(O)=O)CCCCN>N1C=CC=CC=1C([O-])=O.N1C=CC=CC=1C([O-])=O.N1C=CC=CC=1C([O-])=O.[Cr+3]>[OH:1][CH:2]([CH2:8][C:9](=[O:10])[O-:11])[CH2:3][N+:4]([CH3:7])([CH3:5])[CH3:6] |f:2.3.4.5|. Procedure: This experiment was conducted on a commercial 1,500 sow farrow-to-wean operation in central Kansas and used 599 sows (PIC Line C22). Experimental treatments were arranged in a 2×2 factorial with main effects of added L-carnitine (0 or 50 ppm) and chromium tris-picolinate (0 or 200 ppb). Sows were started on test on the first day of breeding. Each sow remained on the same treatment through gestation, lactation, and through a second gestation period (2 parities). During gestation, all sows were fe... Starting materials: CCOC(=O)C(C)(C)Br, Cc1cc(Br)ccc1O, O=C([O-])[O-], CCOCC, CCO, [K+], [K+], O, O=S(=O)(O)O. The product is CCOC(=O)C(C)(C)Oc1ccc(Br)cc1C. RXN SMILES: [Br:10][C:11]([C:12](=[O:13])[O:14][CH2:15][CH3:16])([CH3:17])[CH3:18].[Br:1][c:2]1[cH:3][c:4]([CH3:9])[c:5]([OH:8])[cH:6][cH:7]1.[C:19](=[O:20])([O-:21])[O-:22].[CH2:33]([O:34][CH2:35][CH3:36])[CH3:37].[CH3:30][CH2:31][OH:32].[K+:23].[K+:24].[OH2:38].[S:25](=[O:26])(=[O:27])([OH:28])[OH:29]>>[Br:1][c:2]1[cH:3][c:4]([CH3:9])[c:5]([O:8][C:11]([C:12](=[O:13])[O:14][CH2:15][CH3:16])([CH3:17])[CH3:18])[cH:6][cH:7]1. Starting materials: COc1cc2nccc(OCCCN)c2cc1OC, CCOC(C)=O, O=C=Nc1ccc(F)cc1. Product: COc1cc2nccc(OCCCNC(=O)Nc3ccc(F)cc3)c2cc1OC. RXN SMILES: [CH3:1][O:2][c:3]1[cH:4][c:5]2[c:6]([O:15][CH2:16][CH2:17][CH2:18][NH2:19])[cH:7][cH:8][n:9][c:10]2[cH:11][c:12]1[O:13][CH3:14].[CH3:30][CH2:31][O:32][C:33](=[O:34])[CH3:35].[F:20][c:21]1[cH:22][cH:23][c:24]([N:27]=[C:28]=[O:29])[cH:25][cH:26]1>>[CH3:1][O:2][c:3]1[cH:4][c:5]2[c:6]([O:15][CH2:16][CH2:17][CH2:18][NH:19][C:28]([NH:27][c:24]3[cH:23][cH:22][c:21]([F:20])[cH:26][cH:25]3)=[O:29])[cH:7][cH:8][n:9][c:10]2[cH:11][c:12]1[O:13][CH3:14].